From a dataset of the Open Reaction Database (ORD), a public repository of structured organic reaction records. describe an organic reaction: reactants, conditions, products, and yield Reactants: [Zr] (zirconium), O=[Sb]O[Sb]=O (antimony trioxide). The product is O=[Sb]O[Sb]=O (antimony trioxide), [OH-].[Zr+4].[OH-].[OH-].[OH-] (zirconium hydroxide). RXN SMILES: [Zr:1].[O:2]=[Sb:3][O:4][Sb:5]=[O:6]>>[O:2]=[Sb:3][O:4][Sb:5]=[O:6].[OH-:2].[Zr+4:1].[OH-:2].[OH-:2].[OH-:2] |f:3.4.5.6.7|. Procedure: The antimony trioxide composition is prepared by adding an aqueous solution of a zirconium salt to an aqueous slurry of antimony trioxide particles to form zirconium hydroxide therein and to deposit the hydroxide on the surfaces of the antimony trioxide particles, recovering the particles and dehydrating them to form a coating of zirconium hydroxide on the particles, dispersing the hydrous zirconium oxide-coated particles in water, and then adding to the resulting aqueous dispersion a silica sol...